Dataset: the Open Reaction Database (ORD), a public repository of structured organic reaction records. Task: describe an organic reaction: reactants, conditions, products, and yield Starting materials: [N-]=[N+]=[N-].[Na+] (NaN3), C(C)(C)(C)OC(CCOCCOCCOCCOS(=O)(=O)S(=O)(=O)C1=CC=C(C)C=C1)=O (3-{2-[2-(2-tosylsulfonyloxy-ethoxy)-ethoxy]-ethoxy}-propionic acid tert-butyl ester), C(C)(C)(C)OC(CCOCCOCCOCCN=[N+]=[N-])=O (3-{2-[2-(2-azido-ethoxy)-ethoxy]-ethoxy}-propionic acid tert-butyl ester). Reagents/catalysts: [Pd] (Pd). The solvent is CCOC(=O)C (EtOAc), O (water), CN(C)C=O (DMF), CCOC(=O)C (EtOAc). Conditions: time 8 hour. The product is C(C)(C)(C)OC(CCOCCOCCOCCN)=O (3-{2-[2-(2-Amino-ethoxy)-ethoxy]-ethoxy}-propionic acid tert-butyl ester). Reaction SMILES: [N-]=[N+]=[N-].[Na+].C(OC(=O)CCOCCOCCOCCOS(S(C1C=CC(C)=CC=1)(=O)=O)(=O)=O)(C)(C)C.[C:37]([O:41][C:42](=[O:57])[CH2:43][CH2:44][O:45][CH2:46][CH2:47][O:48][CH2:49][CH2:50][O:51][CH2:52][CH2:53][N:54]=[N+]=[N-])([CH3:40])([CH3:39])[CH3:38]>CN(C=O)C.O.CCOC(C)=O.[Pd]>[C:37]([O:41][C:42](=[O:57])[CH2:43][CH2:44][O:45][CH2:46][CH2:47][O:48][CH2:49][CH2:50][O:51][CH2:52][CH2:53][NH2:54])([CH3:38])([CH3:40])[CH3:39] |f:0.1|. Reported procedure: NaN3 (35 g, 538 mmol) was added to a stirring solution of 3-{2-[2-(2-tosylsulfonyloxy-ethoxy)-ethoxy]-ethoxy}-propionic acid tert-butyl ester (20 g, 46 mmol) in DMF (150 mL) and the reaction was stirred overnight. Reaction was diluted with water (200 mL) and extracted with EtOAc (4×100 mL). The organic layer was washed with water (100 mL) and brine (100 mL) and dried over Na2SO4. The solvent was removed in vacuo to give an oil. Column chromatography EtOAc/Hex (1:4) gave an oil which corresponds ... Reactants: [NH4+].[OH-] (NH4OH), C(C1=CC=CC=C1)ON(C(CC1=CC(=C(C=C1)Cl)Cl)=O)[C@H](CN1CCCC1)C1=CC=CC=C1 (N-benzyloxy-2-(3,4-dichlorophenyl)-N-[1-(S)-phenyl-2-(1-pyrrolidinyl)ethyl]acetamide), Cl (HCl). Reagents/catalysts: [Pd] (palladium on carbon). The solvent is CO (methanol). Reaction conditions: time 13 hour. The product is ClC=1C=C(C=CC1Cl)CC(=O)N([C@H](CN1CCCC1)C1=CC=CC=C1)O (2-(3,4-Dichlorophenyl)-N-hydroxy-N-[1-(S)-phenyl-2-(1-pyrrolidinyl)ethyl]acetamide). The yield is 80.1%. RXN SMILES: C([O:8][N:9]([C@@H:21]([C:28]1[CH:33]=[CH:32][CH:31]=[CH:30][CH:29]=1)[CH2:22][N:23]1[CH2:27][CH2:26][CH2:25][CH2:24]1)[C:10](=[O:20])[CH2:11][C:12]1[CH:17]=[CH:16][C:15]([Cl:18])=[C:14]([Cl:19])[CH:13]=1)C1C=CC=CC=1.Cl.[NH4+].[OH-]>[Pd].CO>[Cl:19][C:14]1[CH:13]=[C:12]([CH2:11][C:10]([N:9]([OH:8])[C@@H:21]([C:28]2[CH:33]=[CH:32][CH:31]=[CH:30][CH:29]=2)[CH2:22][N:23]2[CH2:27][CH2:26][CH2:25][CH2:24]2)=[O:20])[CH:17]=[CH:16][C:15]=1[Cl:18] |f:2.3|. Reported procedure: A suspension mixture of N-benzyloxy-2-(3,4-dichlorophenyl)-N-[1-(S)-phenyl-2-(1-pyrrolidinyl)ethyl]acetamide (1.60 g, 3.3 mmol), 10% palladium on carbon (0.16 g), and HCl gas saturated methanol (20 ml) in methanol (20 ml) was stirred under hydrogen atmosphere at room temperature for 13 h. After removal of the catalyst by Celite filtration, the filtrate was concentrated to give 1.63 g of violet colored viscous oil, which was basified with NH4OH and extracted with CH2Cl2 (20 ml×3). The extract com... Reactants: N1(C=NC=C1)CCCNC1=C(C=CC=C1)[N+](=O)[O-] (N-[3-(1H-imidazol-1-yl)propyl]-2-nitroaniline). The reagents and catalysts are [C].[Pd] (palladium-carbon). The solvent is C(C)O (ethanol). Reaction conditions: time 4.5 hour. The product is N1(C=NC=C1)CCCNC=1C(=CC=CC1)N (N-[3-(1H-Imidazol-1-yl)propyl]-1,2-benzenediamine). Isolated yield 99.7%. Reaction SMILES: [N:1]1([CH2:6][CH2:7][CH2:8][NH:9][C:10]2[CH:15]=[CH:14][CH:13]=[CH:12][C:11]=2[N+:16]([O-])=O)[CH:5]=[CH:4][N:3]=[CH:2]1>C(O)C.[C].[Pd]>[N:1]1([CH2:6][CH2:7][CH2:8][NH:9][C:10]2[C:11]([NH2:16])=[CH:12][CH:13]=[CH:14][CH:15]=2)[CH:5]=[CH:4][N:3]=[CH:2]1 |f:2.3|. Reported procedure: 10% of palladium-carbon (0.804 g) was added to a solution containing N-[3-(1H-imidazol-1-yl)propyl]-2-nitroaniline (4.000 g) in ethanol (40 ml) and stirred for 4.5 hours under a hydrogen gas atmosphere at room temperature. After the catalyst was removed out by filtration, the filtrate was concentrated, thereby yielding the entitled compound (3.503 g) as black solid. Starting materials: O (H2O), CNCCNC (N,N′-dimethylethylenediamine), compound 1, BrC=1C=CC(=NC1)N (5-bromopyridin-2-amine), [O-]P(=O)([O-])[O-].[K+].[K+].[K+] (K3PO4), CNCCNC (N,N′-dimethylethylenediamine), N1C=CC2=CC=CC=C12 (indole), BrC=1C=NC=CC1 (3-bromopyridine). Reagents/catalysts: [Cu](I)I (copper iodide), [Cu](I)I (copper iodide). The solvent is C1(=CC=CC=C1)C (toluene). Reaction conditions: temperature 110 celsius. Product: [N+](=O)([O-])C=1C=C2C=CN(C2=CC1)C=1C=CC(=NC1)N (5-(5-Nitro-1H-indol-1-yl)pyridin-2-amine). Isolated yield 36.1%. RXN SMILES: Br[C:2]1[CH:3]=[CH:4][C:5]([NH2:8])=[N:6][CH:7]=1.[O-:9]P([O-])([O-])=O.[K+].[K+].[K+].CN[CH2:19][CH2:20][NH:21][CH3:22].[NH:23]1[C:31]2[C:26](=CC=C[CH:30]=2)[CH:25]=[CH:24]1.BrC1C=NC=CC=1.[OH2:39]>C1(C)C=CC=CC=1.[Cu](I)I>[N+:23]([C:31]1[CH:26]=[C:25]2[C:20](=[CH:19][CH:30]=1)[N:21]([C:2]1[CH:3]=[CH:4][C:5]([NH2:8])=[N:6][CH:7]=1)[CH:22]=[CH:24]2)([O-:9])=[O:39] |f:1.2.3.4|. Procedure details: A suspension of compound 1 (195 mg, 1.20 mmol), 5-bromopyridin-2-amine (173 mg, 1.00 mmol), copper iodide (9.5 mg, 0.05 mmol) and K3PO4 (400 mg, 2.10 mmol) in toluene (6 mL) was treated with N,N′-dimethylethylenediamine (21.5 μL, 0.20 mmol) then heated at 110° C. overnight. A TLC analysis indicated mostly starting indole and 3-bromopyridine and a new more polar spot. The reaction mixture was treated with additional copper iodide ((9.5 mg, 0.05 mmol) and N,N′-dimethylethylenediamine (21.5 μL, 0.2... The reactants are IC=1N=NC(=CC1)I (3,6-diiodopyridazine), FC(C=1C=C(C=CC1)N1CCNCC1)(F)F (1-[3-(trifluoromethyl)phenyl]piperazine), C([O-])([O-])=O.[Na+].[Na+] (sodium carbonate). Run in CN(C(C)=O)C (N,N-dimethylacetamide). Run at temperature 70 celsius. Yields the product IC=1N=NC(=CC1)N1CCN(CC1)C1=CC(=CC=C1)C(F)(F)F (3-iodo-6-[4-[3-(trifluoromethyl)phenyl]-1-piperazinyl]pyridazine). Isolated yield 48.0%. RXN SMILES: [I:1][C:2]1[N:3]=[N:4][C:5](I)=[CH:6][CH:7]=1.[F:9][C:10]([F:24])([F:23])[C:11]1[CH:12]=[C:13]([N:17]2[CH2:22][CH2:21][NH:20][CH2:19][CH2:18]2)[CH:14]=[CH:15][CH:16]=1.C(=O)([O-])[O-].[Na+].[Na+]>CN(C)C(=O)C>[I:1][C:2]1[N:3]=[N:4][C:5]([N:20]2[CH2:19][CH2:18][N:17]([C:13]3[CH:14]=[CH:15][CH:16]=[C:11]([C:10]([F:23])([F:24])[F:9])[CH:12]=3)[CH2:22][CH2:21]2)=[CH:6][CH:7]=1 |f:2.3.4|. Procedure details: A mixture of 5.2 parts of 3,6-diiodopyridazine, 3.5 parts of 1-[3-(trifluoromethyl)phenyl]piperazine. 3.2 parts of sodium carbonate and 90 parts of N,N-dimethylacetamide was stirred and heated overnight at 70° C. The reaction mixture was poured onto water. The precipitated product was filtered off and crystallized from 2-propanol, yielding 3.2 parts (48%) of 3-iodo-6-[4-[3-(trifluoromethyl)phenyl]-1-piperazinyl]pyridazine; mp. 144.6° C. (compound 202). Reactants: C1CCOC1, Nc1ccc2c(n1)-c1sc(-c3ncnn3-c3ccc(F)cc3F)cc1CCO2, O=C1COC1. The product is Fc1ccc(-n2ncnc2-c2cc3c(s2)-c2nc(NC4COC4)ccc2OCC3)c(F)c1. RXN SMILES: [CH2:34]1[O:35][CH2:36][CH2:37][CH2:38]1.[F:1][c:2]1[c:3](-[n:9]2[n:10][cH:11][n:12][c:13]2-[c:14]2[cH:15][c:16]3[c:22]([s:23]2)-[c:21]2[c:20]([cH:27][cH:26][c:25]([NH2:28])[n:24]2)[O:19][CH2:18][CH2:17]3)[cH:4][cH:5][c:6]([F:8])[cH:7]1.[O:29]1[CH2:30][C:31](=[O:33])[CH2:32]1>>[F:1][c:2]1[c:3](-[n:9]2[n:10][cH:11][n:12][c:13]2-[c:14]2[cH:15][c:16]3[c:22]([s:23]2)-[c:21]2[c:20]([cH:27][cH:26][c:25]([NH:28][CH:31]4[CH2:30][O:29][CH2:32]4)[n:24]2)[O:19][CH2:18][CH2:17]3)[cH:4][cH:5][c:6]([F:8])[cH:7]1.